From a dataset of the Open Reaction Database (ORD), a public repository of structured organic reaction records. describe an organic reaction: reactants, conditions, products, and yield Reactants: BrC1=CC=C(C=C1)/C(=N/O)/Cl ((Z)-4-Bromo-N-hydroxy-benzenecarboximidoyl chloride), BrC1=CC=C(C=C1)/C(=N/O)/Cl ((Z)-4-bromo-N-hydroxy-benzenecarboximidoyl chloride), Cl (HCl), C(C)(=O)CC(C)=O (Acetylacetone), [O-]CC.[Na+] (sodium ethoxide). The solvent is CCO (EtOH), CCO (EtOH). Reaction conditions: time 3 hour. Yields the product BrC1=CC=C(C=C1)C1=NOC(=C1C(C)=O)C (1-[3-(4-Bromo-phenyl)-5-methyl-isoxazol-4-yl]-ethanone). The yield is 84.0%. Reaction SMILES: [C:1]([CH2:4][C:5](=[O:7])[CH3:6])(=[O:3])[CH3:2].[O-]CC.[Na+].[Br:12][C:13]1[CH:18]=[CH:17][C:16](/[C:19](/Cl)=[N:20]/O)=[CH:15][CH:14]=1.Cl>CCO>[Br:12][C:13]1[CH:18]=[CH:17][C:16]([C:19]2[C:4]([C:5](=[O:7])[CH3:6])=[C:1]([CH3:2])[O:3][N:20]=2)=[CH:15][CH:14]=1 |f:1.2|. Procedure details: Acetylacetone (1.25 mL, 12 mmol) was added to a sodium ethoxide solution 3.09 N (3.95 mL, 12 mmol) in EtOH (22 mL) at room temperature. The resulting yellow solution was cooled with a ice-bath and a cloudy solution of (E)- and/or (Z)-4-bromo-N-hydroxy-benzenecarboximidoyl chloride (2.35 g, 10 mmol) in EtOH (8 mL) was added dropwise within 10 min keeping the temperature below 5° C. The light yellow suspension was stirred at room temperature for 3 h and then acidified with 6 N HCl and then evapora... Reactants: N1=C(C=CC=C1)C(=O)C1=CC(=C(C=C1)OCC1=CC=CC=C1)N (3-amino-4-benzyloxyphenyl 2-pyridyl ketone), C(=O)OCC (ethyl formate). Conditions: time 24 hour. The product is N1=C(C=CC=C1)C(=O)C1=CC(=C(C=C1)OCC1=CC=CC=C1)NC=O (4-benzyloxy-3-formamidophenyl 2-pyridyl ketone). Reaction SMILES: [N:1]1[CH:6]=[CH:5][CH:4]=[CH:3][C:2]=1[C:7]([C:9]1[CH:14]=[CH:13][C:12]([O:15][CH2:16][C:17]2[CH:22]=[CH:21][CH:20]=[CH:19][CH:18]=2)=[C:11]([NH2:23])[CH:10]=1)=[O:8].[CH:24](OCC)=[O:25]>>[N:1]1[CH:6]=[CH:5][CH:4]=[CH:3][C:2]=1[C:7]([C:9]1[CH:14]=[CH:13][C:12]([O:15][CH2:16][C:17]2[CH:18]=[CH:19][CH:20]=[CH:21][CH:22]=2)=[C:11]([NH:23][CH:24]=[O:25])[CH:10]=1)=[O:8]. Reported procedure: A mixture of 10.0 g (32.8 mmol) of 3-amino-4-benzyloxyphenyl 2-pyridyl ketone and 200 ml of ethyl formate is refluxed with stirring for 24 hours. The reaction mixture is evaporated and the residue is dissolved in methylene chloride, then is washed with dilute HCl and saturated saline solution. The dried organic phase is evaporated to give 4-benzyloxy-3-formamidophenyl 2-pyridyl ketone. RXN SMILES: C(=O)([O-])[O-].[K+].[K+].C1(S([N:16]2[C:20]3=[CH:21][N:22]=[CH:23][CH:24]=[C:19]3[C:18]([C:25]3[C:29]([C:30]4[CH:35]=[CH:34][CH:33]=[CH:32][N:31]=4)=[N:28][N:27]4[CH2:36][CH2:37][CH2:38][C:26]=34)=[CH:17]2)(=O)=O)C=CC=CC=1>CO>[N:31]1[CH:32]=[CH:33][CH:34]=[CH:35][C:30]=1[C:29]1[C:25]([C:18]2[C:19]3[C:20](=[CH:21][N:22]=[CH:23][CH:24]=3)[NH:16][CH:17]=2)=[C:26]2[CH2:38][CH2:37][CH2:36][N:27]2[N:28]=1 |f:0.1.2|. Reactants: C([O-])([O-])=O.[K+].[K+] (potassium carbonate), C1(=CC=CC=C1)S(=O)(=O)N1C=C(C=2C1=CN=CC2)C2=C1N(N=C2C2=NC=CC=C2)CCC1 (1-Benzenesulfonyl-3-(2-pyridin-2-yl-5,6-dihydro-4H-pyrrolo[1,2-b]pyrazol-3-yl)-1H-pyrrolo[2,3-c]pyridine). The product is N1=C(C=CC=C1)C=1C(=C2N(N1)CCC2)C2=CNC1=CN=CC=C12 (3-[2-(Pyridin-2-yl)-5,6-dihydro-4H-pyrrolo[1,2-b]pyrazol-3-yl]-1H-pyrrolo[2,3-c]pyridine). Reported procedure: Add potassium carbonate (40 mg, 0.29 mmol) to a solution of 1-benzenesulfonyl-3-[2-(pyridin-2-yl)-5,6-dihydro-4H-pyrrolo[1,2-b]pyrazol-3-yl]-1H-pyrrolo[2,3-c]pyridine (Example 12, Part A; 16 mg, 0.036 mmol) in methanol (3 mL). Reflux the reaction mixture overnight (15 h). Concentrate the mixture in vacuo and purify by silica gel chromatography, using the appropriate mixture of methylene chloride, chloroform, methanol, and concentrated aqueous ammonium hydroxide, to provide 7 mg (64%) of the titl... Solvent: CO (methanol). The yield is 64.5%.